This data is from the Open Reaction Database (ORD), a public repository of structured organic reaction records. The task is: describe an organic reaction: reactants, conditions, products, and yield Reactants: C(C)(C)(C)OC(C1=C(C=C(C=C1)C1=NOC(C1)(C1=CC(=CC(=C1)Cl)Cl)C(F)(F)Cl)C)=O (4-[5-(chloro-difluoro-methyl)-5-(3,5-dichloro-phenyl)-4,5-dihydro-isoxazol-3-yl]-2-methyl-benzoic acid tert-butyl ester), FC(F)(F)CC(=O)O (trifluoromethyl acetic acid). Solvent: ClCCl (dichloromethane). Reaction conditions: time 16 hour. Product: ClC(C1(CC(=NO1)C1=CC(=C(C(=O)O)C=C1)C)C1=CC(=CC(=C1)Cl)Cl)(F)F (4-[5-(Chloro-difluoro-methyl)-5-(3,5-dichloro-phenyl)-4,5-dihydro-isoxazol-3-yl]-2-methyl-benzoic acid). Yield: 79.3%. As a reaction SMILES: C([O:5][C:6](=[O:31])[C:7]1[CH:12]=[CH:11][C:10]([C:13]2[CH2:17][C:16]([C:26]([Cl:29])([F:28])[F:27])([C:18]3[CH:23]=[C:22]([Cl:24])[CH:21]=[C:20]([Cl:25])[CH:19]=3)[O:15][N:14]=2)=[CH:9][C:8]=1[CH3:30])(C)(C)C.FC(CC(O)=O)(F)F>ClCCl>[Cl:29][C:26]([F:27])([F:28])[C:16]1([C:18]2[CH:23]=[C:22]([Cl:24])[CH:21]=[C:20]([Cl:25])[CH:19]=2)[O:15][N:14]=[C:13]([C:10]2[CH:11]=[CH:12][C:7]([C:6]([OH:31])=[O:5])=[C:8]([CH3:30])[CH:9]=2)[CH2:17]1. Reported procedure: To a solution of 4-[5-(chloro-difluoro-methyl)-5-(3,5-dichloro-phenyl)-4,5-dihydro-isoxazol-3-yl]-2-methyl-benzoic acid tert-butyl ester (1.95 g) in dichloromethane (20 ml) was added trifluoromethyl acetic acid (“TFA”) (3 ml). The reaction mixture was stirred at ambient temperature for 16 hours. The dichloromethane was removed by distillation. The residue was purified over silica gel (eluent: ethyl acetate/heptane gradient from 1:1 to 1:0) to give 4-[5-(Chloro-difluoro-methyl)-5-(3,5-dichloro-ph...